From a dataset of the Open Reaction Database (ORD), a public repository of structured organic reaction records. describe an organic reaction: reactants, conditions, products, and yield Reactants: CCO, C=C(C(=O)O)c1ccc2c(c1)CC(C(C)C)C2, [NH3+]C(CO)(CO)CO, O=[Pt]=O. Product: CC(C(=O)O)c1ccc2c(c1)CC(C(C)C)C2. Reaction SMILES: [CH3:29][CH2:30][OH:31].[CH:1]([CH3:2])([CH3:3])[CH:4]1[CH2:5][c:6]2[cH:7][cH:8][c:9]([C:13]([C:14](=[O:15])[OH:16])=[CH2:17])[cH:10][c:11]2[CH2:12]1.[OH:18][CH2:19][C:20]([NH3+:21])([CH2:22][OH:23])[CH2:24][OH:25].[Pt:26](=[O:27])=[O:28]>>[CH:1]([CH3:2])([CH3:3])[CH:4]1[CH2:5][c:6]2[cH:7][cH:8][c:9]([CH:13]([C:14](=[O:15])[OH:16])[CH3:17])[cH:10][c:11]2[CH2:12]1. The product is OCCNC(=O)C(C)(C)S(=O)(=O)C[C@@H](C(=O)OCC)CC1=CC=CC=C1 (ethyl (R)-α-[[[1-[(2-hydroxyethyl)carbamoyl]-1-methylethyl]sulfonyl]methyl]hydrocinnamate). Reaction SMILES: [OH-].[Na+].[OH:3][CH2:4][CH2:5][NH:6][C:7]([C:9]([S:12]([CH2:15][CH:16]([CH2:20][C:21]1[CH:26]=[CH:25][CH:24]=[CH:23][CH:22]=1)[C:17]([OH:19])=[O:18])(=[O:14])=[O:13])([CH3:11])[CH3:10])=[O:8].O.[CH2:28](O)[CH3:29]>>[OH:3][CH2:4][CH2:5][NH:6][C:7]([C:9]([S:12]([CH2:15][C@H:16]([CH2:20][C:21]1[CH:22]=[CH:23][CH:24]=[CH:25][CH:26]=1)[C:17]([O:19][CH2:28][CH3:29])=[O:18])(=[O:14])=[O:13])([CH3:10])[CH3:11])=[O:8] |f:0.1|. Reported procedure: 0.1N sodium hydroxide solution was added dropwise while stirring to a mixture of 0.86 g (2.23 mmol) of rac-α-[[[1-[(2 -hydroxyethyl)carbamoyl]-1-methylethyl]sulfonyl]methyl]hydrocinnamic acid and 200 mg of α-chymotrypsin in 5 ml of ethanol and 100 ml of water in such a manner that the pH value was held at 7.5. After sodium hydroxide solution was no longer consumed the working-up of the reaction mixture was effected by adjusting to pH 8 and extracting twice with 40 ml of ether each time. The comb... Starting materials: [OH-].[Na+] (sodium hydroxide), OCCNC(=O)C(C)(C)S(=O)(=O)CC(C(=O)O)CC1=CC=CC=C1 (rac-α-[[[1-[(2 -hydroxyethyl)carbamoyl]-1-methylethyl]sulfonyl]methyl]hydrocinnamic acid), C(C)O (ethanol), O (water). Starting materials: CSc1ncc2ccc(Br)n2n1, O=C([O-])[O-], [Cs+], [Cs+], [Cu]I, CN(C)C=O, c1cn[nH]c1. Yields the product CSc1ncc2ccc(-n3cccn3)n2n1. Reaction SMILES: [Br:1][c:2]1[cH:3][cH:4][c:5]2[cH:6][n:7][c:8]([S:11][CH3:12])[n:9][n:10]12.[C:18](=[O:19])([O-:20])[O-:21].[Cs+:22].[Cs+:23].[Cu:24][I:25].[O:26]=[CH:27][N:28]([CH3:29])[CH3:30].[nH:13]1[n:14][cH:15][cH:16][cH:17]1>>[c:2]1(-[n:13]2[n:14][cH:15][cH:16][cH:17]2)[cH:3][cH:4][c:5]2[cH:6][n:7][c:8]([S:11][CH3:12])[n:9][n:10]12. The reactants are ClCCl, O=C(O)c1cccnc1C(=O)c1cccc([N+](=O)[O-])c1, C=[N+]=[N-]. Yields the product COC(=O)c1cccnc1C(=O)c1cccc([N+](=O)[O-])c1. Reaction SMILES: [CH2:24]([Cl:25])[Cl:26].[N+:1](=[O:2])([O-:3])[c:4]1[cH:5][c:6]([C:7](=[O:8])[c:9]2[n:10][cH:11][cH:12][cH:13][c:14]2[C:15](=[O:16])[OH:17])[cH:18][cH:19][cH:20]1.[N+:21](=[N-:22])=[CH2:23]>>[N+:1](=[O:2])([O-:3])[c:4]1[cH:5][c:6]([C:7](=[O:8])[c:9]2[n:10][cH:11][cH:12][cH:13][c:14]2[C:15](=[O:16])[O:17][CH3:23])[cH:18][cH:19][cH:20]1. The reactants are [OH-].[Na+] (Sodium hydroxide), O.NN (hydrazine monohydrate), BrC=1C=CC(=C(C1)C(C)=O)Cl (1-(5-Bromo-2-chloro-phenyl)-ethanone). Solvent: C(COCCOCCO)O (triethylene glycol). Run at temperature 170 celsius. Yields the product BrC1=CC(=C(C=C1)Cl)CC (4-Bromo-1-chloro-2-ethyl-benzene). Yield: 61.5%. RXN SMILES: [OH-].[Na+].O.NN.[Br:6][C:7]1[CH:8]=[CH:9][C:10]([Cl:16])=[C:11]([C:13](=O)[CH3:14])[CH:12]=1>C(O)COCCOCCO>[Br:6][C:7]1[CH:8]=[CH:9][C:10]([Cl:16])=[C:11]([CH2:13][CH3:14])[CH:12]=1 |f:0.1,2.3|. Procedure: Sodium hydroxide (0.39 g, 9.6 mmol) and hydrazine monohydrate (0.56 mL, 11.5 mmol) were added to a solution of 1-(5-Bromo-2-chloro-phenyl)-ethanone (0.9 g, 3.85 mmol) dissolved in triethylene glycol (5 mL). The reaction mixture was heated to 170° C. for 24 hours and then partitioned between 1N HCl and EtOAc. The organic layer was washed with brine, dried over Na2SO4 and concentrated. The residue was purified by flash silica gel chromatography (0% to 5% EtOAc in hexanes) to give the title compoun... Starting materials: CN1C(=NC(=C1)C(C)=NOCCO)C1=CC=CC=C1 (2-[1-(1-methyl-2-phenylimidazol-4-yl)ethylideneaminooxy]ethanol), N(=NC(=O)OCC)C(=O)OCC (diethyl azodicarboxylate), OC1=CC=C(CC2C(N(C(S2)=O)C(C2=CC=CC=C2)(C2=CC=CC=C2)C2=CC=CC=C2)=O)C=C1 (5-(4-hydroxybenzyl)-3-tritylthiazolidine-2,4-dione), C1(=CC=CC=C1)P(C1=CC=CC=C1)C1=CC=CC=C1 (triphenylphosphine). The product is CN1C(=NC(=C1)C(C)=NOCCOC1=CC=C(CC2C(N(C(S2)=O)C(C2=CC=CC=C2)(C2=CC=CC=C2)C2=CC=CC=C2)=O)C=C1)C1=CC=CC=C1 (5-(4-{2-[1-(1-Methyl-2-phenylimidazol-4-yl)-ethylideneaminooxy]ethoxy}benzyl)-3-tritylthiazolidine-2,4-dione). Isolated yield 82.2%. RXN SMILES: [CH3:1][N:2]1[CH:6]=[C:5]([C:7](=[N:9][O:10][CH2:11][CH2:12][OH:13])[CH3:8])[N:4]=[C:3]1[C:14]1[CH:19]=[CH:18][CH:17]=[CH:16][CH:15]=1.O[C:21]1[CH:53]=[CH:52][C:24]([CH2:25][CH:26]2[S:30][C:29](=[O:31])[N:28]([C:32]([C:45]3[CH:50]=[CH:49][CH:48]=[CH:47][CH:46]=3)([C:39]3[CH:44]=[CH:43][CH:42]=[CH:41][CH:40]=3)[C:33]3[CH:38]=[CH:37][CH:36]=[CH:35][CH:34]=3)[C:27]2=[O:51])=[CH:23][CH:22]=1.C1(P(C2C=CC=CC=2)C2C=CC=CC=2)C=CC=CC=1.N(C(OCC)=O)=NC(OCC)=O>>[CH3:1][N:2]1[CH:6]=[C:5]([C:7](=[N:9][O:10][CH2:11][CH2:12][O:13][C:21]2[CH:53]=[CH:52][C:24]([CH2:25][CH:26]3[S:30][C:29](=[O:31])[N:28]([C:32]([C:45]4[CH:50]=[CH:49][CH:48]=[CH:47][CH:46]=4)([C:39]4[CH:40]=[CH:41][CH:42]=[CH:43][CH:44]=4)[C:33]4[CH:38]=[CH:37][CH:36]=[CH:35][CH:34]=4)[C:27]3=[O:51])=[CH:23][CH:22]=2)[CH3:8])[N:4]=[C:3]1[C:14]1[CH:19]=[CH:18][CH:17]=[CH:16][CH:15]=1. Procedure: Following a procedure similar to that described in Example 1(a), but using 396 mg of 2-[1-(1-methyl-2-phenylimidazol-4-yl)ethylideneaminooxy]ethanol (prepared as described in Preparation 25), 694 mg of 5-(4-hydroxybenzyl)-3-tritylthiazolidine-2,4-dione, 440 mg of triphenylphosphine and 292 mg of diethyl azodicarboxylate, 866 mg of the title compound were obtained as a foam-like solid. Solvent: C1CCOC1 (THF). Reported procedure: (R,E)-N-(3-bromobenzylidene)-2-methylpropane-2-sulfinamide, 24-b, (12 g, 41.64 mmol) was dissolved in anhydrous THF (120 ml). The mixture was then cooled to −78° C. and PhLi (41 ml, 83.28 mmol) was added dropwise. After addition the mixture was allowed to stir at −78° C. for additional 2 h and warmed to room temperature for another 2 h. The mixture was quenched with saturated NH4Cl followed by extraction with ethyl acetate. The organic layer was dried over sodium sulfate and concentrated under v... Reactants: BrC=1C=C(\C=N\[S@](=O)C(C)(C)C)C=CC1 ((R,E)-N-(3-bromobenzylidene)-2-methylpropane-2-sulfinamide), BrC=1C=C(\C=N\[S@](=O)C(C)(C)C)C=CC1 ((R,E)-N-(3-bromobenzylidene)-2-methylpropane-2-sulfinamide), [Li]C=1C=CC=CC1 (PhLi). The product is BrC=1C=C(C=CC1)[C@H](N[S@](=O)C(C)(C)C)C1=CC=CC=C1 ((R)—N—((R)-(3-bromophenyl)(phenyl)methyl)-2-methylpropane-2-sulfinamide). Yield: 77.0%. Reaction SMILES: [Br:1][C:2]1[CH:3]=[C:4]([CH:13]=[CH:14][CH:15]=1)/[CH:5]=[N:6]/[S@@:7]([C:9]([CH3:12])([CH3:11])[CH3:10])=[O:8].[Li][C:17]1[CH:18]=[CH:19][CH:20]=[CH:21][CH:22]=1>C1COCC1>[Br:1][C:2]1[CH:3]=[C:4]([C@@H:5]([C:17]2[CH:18]=[CH:19][CH:20]=[CH:21][CH:22]=2)[NH:6][S@@:7]([C:9]([CH3:11])([CH3:12])[CH3:10])=[O:8])[CH:13]=[CH:14][CH:15]=1. Reaction conditions: temperature -78 celsius, time 2 hour. The reactants are OC1=CC=C(C=C1C1=C(C=C(C=C1)C(F)(F)F)CN1C(O[C@@H]([C@@H]1C)C1=CC=CC=C1)=O)CC(=O)O ([6-hydroxy-2′-((4S,5R)-4-methyl-2-oxo-5-phenyl-oxazolidin-3-ylmethyl)-4′-trifluoromethyl-biphenyl-3-yl]-acetic acid), BrCC1CC1 ((bromomethyl)cyclopropane). The product is C1(CC1)COC(CC=1C=C(C(=CC1)OCC1CC1)C1=C(C=C(C=C1)C(F)(F)F)CN1C(O[C@@H]([C@@H]1C)C1=CC=CC=C1)=O)=O ([6-Cyclopropylmethoxy-2′-((4S,5R)-4-methyl-2-oxo-5-phenyl-oxazolidin-3-ylmethyl)-4′-trifluoromethyl-biphenyl-3-yl]-acetic acid cyclopropylmethyl ester). RXN SMILES: [OH:1][C:2]1[C:7]([C:8]2[CH:13]=[CH:12][C:11]([C:14]([F:17])([F:16])[F:15])=[CH:10][C:9]=2[CH2:18][N:19]2[C@@H:23]([CH3:24])[C@@H:22]([C:25]3[CH:30]=[CH:29][CH:28]=[CH:27][CH:26]=3)[O:21][C:20]2=[O:31])=[CH:6][C:5]([CH2:32][C:33]([OH:35])=[O:34])=[CH:4][CH:3]=1.Br[CH2:37][CH:38]1[CH2:40][CH2:39]1>>[CH:40]1([CH2:39][O:34][C:33](=[O:35])[CH2:32][C:5]2[CH:6]=[C:7]([C:8]3[CH:13]=[CH:12][C:11]([C:14]([F:15])([F:16])[F:17])=[CH:10][C:9]=3[CH2:18][N:19]3[C@@H:23]([CH3:24])[C@@H:22]([C:25]4[CH:30]=[CH:29][CH:28]=[CH:27][CH:26]=4)[O:21][C:20]3=[O:31])[C:2]([O:1][CH2:37][CH:38]3[CH2:40][CH2:39]3)=[CH:3][CH:4]=2)[CH2:38][CH2:37]1. Procedure: Prepared according to the procedure described in Example 14, Step 3, using the following starting materials: [6-hydroxy-2′-((4S,5R)-4-methyl-2-oxo-5-phenyl-oxazolidin-3-ylmethyl)-4′-trifluoromethyl-biphenyl-3-yl]-acetic acid and (bromomethyl)cyclopropane. Reactants: O=C(Cl)c1ccccc1, ClCCl, CCOC(C)=O, N#C[Na], O, O=Cc1cccnc1. Yields the product N#CC(OC(=O)c1ccccc1)c1cccnc1. As a reaction SMILES: [C:12]([c:13]1[cH:14][cH:15][cH:16][cH:17][cH:18]1)(=[O:19])[Cl:20].[CH2:22]([Cl:23])[Cl:24].[CH3:25][CH2:26][O:27][C:28](=[O:29])[CH3:30].[Na:1][C:2]#[N:3].[OH2:21].[n:4]1[cH:5][c:6]([CH:10]=[O:11])[cH:7][cH:8][cH:9]1>>[C:2](#[N:3])[CH:10]([c:6]1[cH:5][n:4][cH:9][cH:8][cH:7]1)[O:11][C:12]([c:13]1[cH:14][cH:15][cH:16][cH:17][cH:18]1)=[O:19].